This data is from the Open Reaction Database (ORD), a public repository of structured organic reaction records. The task is: describe an organic reaction: reactants, conditions, products, and yield The reactants are CNCCOC, CCN(C(C)C)C(C)C, O=C(Nc1nc2cccc(NC3CCCCC3)n2n1)c1ccc(CCl)cc1, C1COCCO1. Yields the product COCCN(C)Cc1ccc(C(=O)Nc2nc3cccc(NC4CCCCC4)n3n2)cc1. Reaction SMILES: [CH3:37][O:38][CH2:39][CH2:40][NH:41][CH3:42].[CH:28]([N:29]([CH2:30][CH3:31])[CH:32]([CH3:33])[CH3:34])([CH3:35])[CH3:36].[Cl:1][CH2:2][c:3]1[cH:4][cH:5][c:6]([C:7](=[O:8])[NH:9][c:10]2[n:11][n:12]3[c:13]([cH:14][cH:15][cH:16][c:17]3[NH:18][CH:19]3[CH2:20][CH2:21][CH2:22][CH2:23][CH2:24]3)[n:25]2)[cH:26][cH:27]1.[O:43]1[CH2:44][CH2:45][O:46][CH2:47][CH2:48]1>>[CH2:2]([c:3]1[cH:4][cH:5][c:6]([C:7](=[O:8])[NH:9][c:10]2[n:11][n:12]3[c:13]([cH:14][cH:15][cH:16][c:17]3[NH:18][CH:19]3[CH2:20][CH2:21][CH2:22][CH2:23][CH2:24]3)[n:25]2)[cH:26][cH:27]1)[N:41]([CH2:40][CH2:39][O:38][CH3:37])[CH3:42]. Starting materials: C1CCOC1, COC(=O)CCC1CCCCC1NC(=O)c1c(-c2c(F)cccc2Cl)noc1C, [Li+], [OH-], O. Product: Cc1onc(-c2c(F)cccc2Cl)c1C(=O)NC1CCCCC1CCC(=O)O. RXN SMILES: [CH2:32]1[O:33][CH2:34][CH2:35][CH2:36]1.[Cl:1][c:2]1[c:3](-[c:9]2[n:10][o:11][c:12]([CH3:29])[c:13]2[C:14](=[O:15])[NH:16][CH:17]2[CH:18]([CH2:23][CH2:24][C:25](=[O:26])[O:27][CH3:28])[CH2:19][CH2:20][CH2:21][CH2:22]2)[c:4]([F:8])[cH:5][cH:6][cH:7]1.[Li+:31].[OH-:30].[OH2:37]>>[Cl:1][c:2]1[c:3](-[c:9]2[n:10][o:11][c:12]([CH3:29])[c:13]2[C:14](=[O:15])[NH:16][CH:17]2[CH:18]([CH2:23][CH2:24][C:25](=[O:26])[OH:27])[CH2:19][CH2:20][CH2:21][CH2:22]2)[c:4]([F:8])[cH:5][cH:6][cH:7]1. The reactants are BrC1=C(C2=C(S1)CCCC2)C(=O)NC2=C(C=C(C=C2)F)O (2-bromo-4,5,6,7-tetrahydro-N-(4-fluoro-2-hydroxyphenyl)-benzo[b]thiophene-3-carboxamide), C([O-])([O-])=O.[K+].[K+] (potassium carbonate). As a reaction SMILES: Br[C:2]1[S:6][C:5]2[CH2:7][CH2:8][CH2:9][CH2:10][C:4]=2[C:3]=1[C:11]([NH:13][C:14]1[CH:19]=[CH:18][C:17]([F:20])=[CH:16][C:15]=1[OH:21])=[O:12].C(=O)([O-])[O-].[K+].[K+]>CS(C)=O>[F:20][C:17]1[CH:18]=[CH:19][C:14]2[NH:13][C:11](=[O:12])[C:3]3[C:4]4[CH2:10][CH2:9][CH2:8][CH2:7][C:5]=4[S:6][C:2]=3[O:21][C:15]=2[CH:16]=1 |f:1.2.3|. Run in CS(=O)C (dimethyl sulfoxide). Procedure details: In the same manner as in Example 74 and using 2-bromo-4,5,6,7-tetrahydro-N-(4-fluoro-2-hydroxyphenyl)-benzo[b]thiophene-3-carboxamide, dimethyl sulfoxide and potassium carbonate, 8-fluoro-1,2,3,4-tetrahydro-[1]benzothieno[2,3-b][1,5]benzoxazepin-12(11H)-one is obtained. The product is FC1=CC2=C(NC(C3=C(O2)SC2=C3CCCC2)=O)C=C1 (8-fluoro-1,2,3,4-tetrahydro-[1]benzothieno[2,3-b][1,5]benzoxazepin-12(11H)-one). Reactants: BrBr (bromine), C(C)C1=NC2=CC=CC=C2C(N1)=O (2-ethyl-3H-quinazolin-4-one), O (Water). Run in C(C)(=O)O (acetic acid), C(C)(=O)O (acetic acid). The product is BrC(C)C1=NC2=CC=CC=C2C(N1)=O (2-(1-Bromo-ethyl)-3H-quinazolin-4-one). Isolated yield 69.3%. RXN SMILES: [CH2:1]([C:3]1[NH:12][C:11](=[O:13])[C:10]2[C:5](=[CH:6][CH:7]=[CH:8][CH:9]=2)[N:4]=1)[CH3:2].[Br:14]Br.O>C(O)(=O)C>[Br:14][CH:1]([C:3]1[NH:12][C:11](=[O:13])[C:10]2[C:5](=[CH:6][CH:7]=[CH:8][CH:9]=2)[N:4]=1)[CH3:2]. Procedure: To a solution of 2-ethyl-3H-quinazolin-4-one (3.0 g, 17.22 mmol) in glacial acetic acid (50 ml) cooled in an ice bath was added dropwise a solution of bromine (2.75 g, 17.22 mmol) in glacial acetic acid (5 ml). After addition was complete, the reaction was heated to reflux for 18 hours. At which time it was allowed to cool to room temperature. Water was then added to the solution and the mixture was extracted with dichloromethane. The organic layer was then washed with 10% sodium bisulfite solut... The reactants are CO, Cc1cc(OC2CNC2)ccc1CN1CCC(C)(CO)CC1, N#C[Na], CCOC(=O)c1nnc(-c2ccccc2)o1. Yields the product Cc1cc(OC2CN(C(=O)c3nnc(-c4ccccc4)o3)C2)ccc1CN1CCC(C)(CO)CC1. Reaction SMILES: [CH3:42][OH:43].[NH:1]1[CH2:2][CH:3]([O:5][c:6]2[cH:7][c:8]([CH3:22])[c:9]([CH2:10][N:11]3[CH2:12][CH2:13][C:14]([CH3:17])([CH2:18][OH:19])[CH2:15][CH2:16]3)[cH:20][cH:21]2)[CH2:4]1.[Na:39][C:40]#[N:41].[c:23]1(-[c:29]2[n:30][n:31][c:32]([C:34](=[O:35])[O:36][CH2:37][CH3:38])[o:33]2)[cH:24][cH:25][cH:26][cH:27][cH:28]1>>[N:1]1([C:34]([c:32]2[n:31][n:30][c:29](-[c:23]3[cH:24][cH:25][cH:26][cH:27][cH:28]3)[o:33]2)=[O:35])[CH2:2][CH:3]([O:5][c:6]2[cH:7][c:8]([CH3:22])[c:9]([CH2:10][N:11]3[CH2:12][CH2:13][C:14]([CH3:17])([CH2:18][OH:19])[CH2:15][CH2:16]3)[cH:20][cH:21]2)[CH2:4]1. The reactants are CCOC(=O)CCOCCOCc1ccccc1, CCO, [Pd]. Product: CCOC(=O)CCOCCO. As a reaction SMILES: [CH2:1]([c:2]1[cH:3][cH:4][cH:5][cH:6][cH:7]1)[O:8][CH2:9][CH2:10][O:11][CH2:12][CH2:13][C:14](=[O:15])[O:16][CH2:17][CH3:18].[CH3:19][CH2:20][OH:21].[Pd:22]>>[OH:8][CH2:9][CH2:10][O:11][CH2:12][CH2:13][C:14](=[O:15])[O:16][CH2:17][CH3:18]. Reactants: solution, C(C)(C)(C)[Li] (tert-butyllithium), CCCCC (pentane), BrC1=CN(C2=CC(=CC=C12)O[Si](C)(C)C(C)(C)C)[Si](C)(C)C(C)(C)C (3-bromo-1-(tert-butyl-dimethyl-silanyl)-6-(tert-butyl-dimethyl-silanyloxy)-1H-indole), CI (methyl iodide). Solvent: C1CCOC1 (THF). Run at temperature -78 celsius, time 30 minute. Yields the product C(C)(C)(C)[Si](N1C=C(C2=CC=C(C=C12)O[Si](C)(C)C(C)(C)C)C)(C)C (1-(tert-butyl-dimethyl-silanyl)-6-(tert-butyl-dimethyl-silanyloxy)-3-methyl-1H-indole). RXN SMILES: [C:1]([Li])(C)(C)C.CCCCC.Br[C:12]1[C:20]2[C:15](=[CH:16][C:17]([O:21][Si:22]([C:25]([CH3:28])([CH3:27])[CH3:26])([CH3:24])[CH3:23])=[CH:18][CH:19]=2)[N:14]([Si:29]([C:32]([CH3:35])([CH3:34])[CH3:33])([CH3:31])[CH3:30])[CH:13]=1.CI>C1COCC1>[C:32]([Si:29]([CH3:31])([CH3:30])[N:14]1[C:15]2[C:20](=[CH:19][CH:18]=[C:17]([O:21][Si:22]([C:25]([CH3:28])([CH3:27])[CH3:26])([CH3:24])[CH3:23])[CH:16]=2)[C:12]([CH3:1])=[CH:13]1)([CH3:35])([CH3:34])[CH3:33]. Procedure: A 1.5 M solution of tert-butyllithium in pentane (3.3 ml, 4.99 mmol) was added dropwise to a solution of 3-bromo-1-(tert-butyl-dimethyl-silanyl)-6-(tert-butyl-dimethyl-silanyloxy)-1H-indole (1 g, 2.27 mmol) in THF (6 ml) at −78° C. under an argon atmosphere. After 15 min methyl iodide (0.28 ml, 4.54 mmol) was added at −78° C. The reaction mixture was stirred for another 30 min at −78° C. and then for 2 h at RT. After quenching with saturated aqueous NaHCO3 solution the reaction mixture was parti... Starting materials: N1CCCCC1 (Piperidine), H-fluoren-9-ylmethyl-(1S)-1-(2,3-dihydro-1H-inden-2-yl)-2-hydroxyethylcarbamate, CN(C)C=O (DMF), CN(C)C=O (DMF). Conditions: temperature 25 celsius, time 19 hour. Product: N[C@H](CO)C1CC2=CC=CC=C2C1 ((2S)-2-Amino-2-(2,3-dihydro-1H-inden-2-yl)ethanol). RXN SMILES: [NH:1]1[CH2:6][CH2:5][CH2:4][CH2:3][CH2:2]1.CN([CH:10]=[O:11])C>>[NH2:1][C@@H:6]([CH:5]1[CH2:6][C:5]2[C:3](=[CH:2][CH:2]=[CH:3][CH:4]=2)[CH2:4]1)[CH2:10][OH:11]. Procedure: 20% Piperidine in DMF (15 mL) was added to a solution of 9 H-fluoren-9-ylmethyl-(1S)-1-(2,3-dihydro-1H-inden-2-yl)-2-hydroxyethylcarbamate (1.05 g, 2.63 mmol) in DMF (5 mL). The reaction was stirred at 25° C. for 19 h. After solvent evaporation, the crude product was dissolved in ethyl acetate (50 mL) and dried over MgSO4, filtered and concentrated to obtain a crude yellow oil (1.05 g). Mass Spectrum (+ESI): 179 (M+H)+.